From a dataset of the Open Reaction Database (ORD), a public repository of structured organic reaction records. describe an organic reaction: reactants, conditions, products, and yield Starting materials: NC1=CC=CC=2OC(OC21)(F)F (4-amino-2,2-diflouro-1,3-benzodioxole), BrN1C(CCC1=O)=O (N-bromosuccinimide). Run in ClCCl (dichloromethane). Run at temperature 0 celsius, time 30 minute. Yields the product BrC1=C(C2=C(OC(O2)(F)F)C=C1)N (5-bromo-4-amino-2,2-diflouro-1,3-benzodioxole). The yield is 64.2%. RXN SMILES: [NH2:1][C:2]1[C:10]2[O:9][C:8]([F:12])([F:11])[O:7][C:6]=2[CH:5]=[CH:4][CH:3]=1.[Br:13]N1C(=O)CCC1=O>ClCCl>[Br:13][C:3]1[CH:4]=[CH:5][C:6]2[O:7][C:8]([F:12])([F:11])[O:9][C:10]=2[C:2]=1[NH2:1]. Procedure: To a stirred solution of 4-amino-2,2-diflouro-1,3-benzodioxole (2.5 g, 14.4 mmol) in dichloromethane at 0° C. was added N-bromosuccinimide (2.7 g, 15.2 mmol) portion wise. The solution was stirred at 0° C. for 30 min, then at room temperature for 1 h. The reaction mixture was quenched with 1M sodium thiosulfate solution and diluted with deionized water, extracted with dichloromethane (2×50 mL). The combined organic layers were dried (Na2SO4), filtered, and concentrated in vacuo. The crude produc...